From a dataset of the Open Reaction Database (ORD), a public repository of structured organic reaction records. describe an organic reaction: reactants, conditions, products, and yield The reactants are CC1CNCC(C1)C (3,5-dimethylpiperidine), CN(C=O)C (N,N-dimethylformamide), C(C1=CC=CC=C1)Cl (benzyl chloride), C([O-])([O-])=O.[K+].[K+] (potassium carbonate). Reaction conditions: time 15 hour. Product: C(C1=CC=CC=C1)N1C[C@H](C[C@@H](C1)C)C (trans-1-benzyl-3,5-dimethylpiperidine). The yield is 14.8%. RXN SMILES: C(=O)([O-])[O-].[K+].[K+].[CH3:7][CH:8]1[CH2:13][CH:12]([CH3:14])[CH2:11][NH:10][CH2:9]1.CN(C)C=O.[CH2:20](Cl)[C:21]1[CH:26]=[CH:25][CH:24]=[CH:23][CH:22]=1>>[CH2:20]([N:10]1[CH2:11][C@@H:12]([CH3:14])[CH2:13][C@H:8]([CH3:7])[CH2:9]1)[C:21]1[CH:26]=[CH:25][CH:24]=[CH:23][CH:22]=1 |f:0.1.2|. Procedure: A suspension of potassium carbonate (83 g) in a mixture of benzyl chloride (37 g), 3,5-dimethylpiperidine (30 g of acommercial mixture of cis and trans isomers) and N,N-dimethylformamide (200 mL) is stirred for 15 h at a temperature close to 60° C. The mixture is filtered, concentrated under reduced pressure and diluted in ethyl acetate. The organic phase is washed with water, dried over magnesium sulphate, concentrated under reduced pressure and purified by chromatography over silica gel with a... Reactants: ClCC(=O)NC=1SC=C(N1)C(C(=O)N[C@@H]1C(N([C@@H]1COC(CCl)=O)S(=O)(=O)[O-])=O)=NOC.[Na+] (sodium cis-3-[2-(2-chloroacetamido-4-thiazolyl)-2-methoxyiminoacetamido]-4-chloroacetoxymethyl-2-oxoazetidine-1-sulfonate), CSC(N)=S.[Na] (sodium monomethyldithiocarbamate), CSC(N)=S.[Na] (sodium monomethyldithiocarbamate). Solvent: O (water). Product: NC=1SC=C(N1)C(C(=O)N[C@@H]1C(N([C@@H]1CO)S(=O)(=O)[O-])=O)=NOC.[Na+] (sodium cis-3-[2-(2-amino-4-thiazolyl)-2-methoxyiminoacetamido]-4-hydroxymethyl-2-oxoazetidine-1-sulfonate). RXN SMILES: ClCC([NH:5][C:6]1[S:7][CH:8]=[C:9]([C:11](=[N:30][O:31][CH3:32])[C:12]([NH:14][C@H:15]2[C@@H:18]([CH2:19][O:20]C(=O)CCl)[N:17]([S:25]([O-:28])(=[O:27])=[O:26])[C:16]2=[O:29])=[O:13])[N:10]=1)=O.[Na+:33].CSC(=S)N.[Na]>O>[NH2:5][C:6]1[S:7][CH:8]=[C:9]([C:11](=[N:30][O:31][CH3:32])[C:12]([NH:14][C@H:15]2[C@@H:18]([CH2:19][OH:20])[N:17]([S:25]([O-:28])(=[O:26])=[O:27])[C:16]2=[O:29])=[O:13])[N:10]=1.[Na+:33] |f:0.1,2.3,5.6,^1:38|. Procedure details: In 2 ml of water is dissolved 70 mg of sodium cis-3-[2-(2-chloroacetamido-4-thiazolyl)-2-methoxyiminoacetamido]-4-chloroacetoxymethyl-2-oxoazetidine-1-sulfonate (syn-isomer), and under ice-cooling and stirring, 39 mg of sodium monomethyldithiocarbamate is added. The mixture is stirred at room temperature for one hour. After addition of 10 mg of sodium monomethyldithiocarbamate, the mixture is stirred for 30 minutes. The reaction mixture is then filtered and the filtrate is washed with ether. The...